From a dataset of the Open Reaction Database (ORD), a public repository of structured organic reaction records. describe an organic reaction: reactants, conditions, products, and yield The reactants are CN(P(=O)(N(C)C)N(C)C)C (Hexamethylphosphoramide), BrCBr (dibromomethane), [Li]CCCC (n-BuLi), C(C)(C)NC(C)C (diisopropylamine), C1CCOC1 (THF), C1CCOC1 (THF). Solvent: CCCCCC (hexane), CCOC(=O)C (AcOEt). Run at time 30 minute. The product is BrCC1(CCC(CC1)=C)C(=O)OCC (ethyl 1-(bromomethyl)-4-methylenecyclohexanecarboxylate). As a reaction SMILES: [Li][CH2:2][CH2:3][CH2:4][CH3:5].C(N[CH:10]([CH3:12])C)(C)C.CN(C)P(N(C)C)(N(C)C)=[O:16].Br[CH2:25][Br:26].[CH2:27]1[CH2:31][O:30][CH2:29][CH2:28]1>CCOC(C)=O.CCCCCC>[Br:26][CH2:25][C:28]1([C:29]([O:30][CH2:31][CH3:27])=[O:16])[CH2:12][CH2:10][C:4](=[CH2:5])[CH2:3][CH2:2]1. Procedure details: n-BuLi (2.6 M in hexane, 2.5 mL, 6.6 mmoL) was added dropwisely to a solution of diisopropylamine (0.93 mL, 6.6 mmol) in THF (20 mL) at −78° C. and stirred for 30 min at the same temperature. Hexamethylphosphoramide (4 mL) was added to the reaction mixture and stirred for 20 min at the same temperature. A solution of compound A122-1 (1.01 g, 6 mmol) in THF (5 mL) was added and stirred for 1 h at the same temperature. A solution of dibromomethane (2.1 mL, 30 mmol) was added to the reaction mixtur...